Task: describe an organic reaction: reactants, conditions, products, and yield. Dataset: the Open Reaction Database (ORD), a public repository of structured organic reaction records Yields the product CC(C)c1cccc(Cc2ncc[nH]2)c1NC(=O)CC1c2ccccc2Oc2ccccc21. RXN SMILES: [CH3:37][N:38]([CH3:39])[CH:40]=[O:41].[CH3:42][CH2:43][O:44][C:45](=[O:46])[CH3:47].[CH:1]([CH3:2])([CH3:3])[c:4]1[c:5]([NH:12][C:13]([CH2:14][CH:15]2[c:16]3[cH:17][cH:18][cH:19][cH:20][c:21]3[O:22][c:23]3[cH:24][cH:25][cH:26][cH:27][c:28]32)=[O:29])[c:6]([CH2:10][Cl:11])[cH:7][cH:8][cH:9]1.[I-:36].[Na+:35].[nH:30]1[cH:31][n:32][cH:33][cH:34]1>>[CH:1]([CH3:2])([CH3:3])[c:4]1[c:5]([NH:12][C:13]([CH2:14][CH:15]2[c:16]3[cH:17][cH:18][cH:19][cH:20][c:21]3[O:22][c:23]3[cH:24][cH:25][cH:26][cH:27][c:28]32)=[O:29])[c:6]([CH2:10][c:31]2[nH:30][cH:34][cH:33][n:32]2)[cH:7][cH:8][cH:9]1. Starting materials: CN(C)C=O, CCOC(C)=O, CC(C)c1cccc(CCl)c1NC(=O)CC1c2ccccc2Oc2ccccc21, [I-], [Na+], c1c[nH]cn1. Reactants: CCN=C=NCCCN(C)C, Cn1ccc(N)n1, ClCCl, CC1(C)Cc2c(Oc3cc(F)cc(F)c3)cc(C(=O)O)cc2O1, On1nnc2ccccc21. Yields the product Cn1ccc(NC(=O)c2cc(Oc3cc(F)cc(F)c3)c3c(c2)OC(C)(C)C3)n1. Reaction SMILES: [CH3:24][CH2:25][N:26]=[C:27]=[N:28][CH2:29][CH2:30][CH2:31][N:32]([CH3:33])[CH3:34].[CH3:45][n:46]1[n:47][c:48]([NH2:51])[cH:49][cH:50]1.[Cl:52][CH2:53][Cl:54].[F:1][c:2]1[cH:3][c:4]([O:5][c:6]2[cH:7][c:8]([C:17](=[O:18])[OH:19])[cH:9][c:10]3[c:11]2[CH2:12][C:13]([CH3:15])([CH3:16])[O:14]3)[cH:20][c:21]([F:23])[cH:22]1.[OH:35][n:36]1[c:37]2[c:38]([cH:39][cH:40][cH:41][cH:42]2)[n:43][n:44]1>>[F:1][c:2]1[cH:3][c:4]([O:5][c:6]2[cH:7][c:8]([C:17](=[O:19])[NH:51][c:48]3[n:47][n:46]([CH3:45])[cH:50][cH:49]3)[cH:9][c:10]3[c:11]2[CH2:12][C:13]([CH3:15])([CH3:16])[O:14]3)[cH:20][c:21]([F:23])[cH:22]1. Reactants: Nc1ncnc2c1nc(Br)n2CCO, O, NCc1cccnc1. Yields the product Nc1ncnc2c1nc(NCc1cccnc1)n2CCO. RXN SMILES: [NH2:1][c:2]1[c:3]2[n:4][c:5]([Br:14])[n:6]([CH2:11][CH2:12][OH:13])[c:7]2[n:8][cH:9][n:10]1.[OH2:23].[cH:15]1[c:16]([CH2:21][NH2:22])[cH:17][cH:18][cH:19][n:20]1>>[NH2:1][c:2]1[c:3]2[n:4][c:5]([NH:22][CH2:21][c:16]3[cH:15][n:20][cH:19][cH:18][cH:17]3)[n:6]([CH2:11][CH2:12][OH:13])[c:7]2[n:8][cH:9][n:10]1. The reactants are C(=C)OCCONC(=O)C1=C(N(C(C(=C1)C)=O)C)NC1=C(C=C(C=C1)I)F (2-(2-fluoro-4-iodophenylamino)-1,5-dimethyl-6-oxo-1,6-dihydropyridine-3-carboxylic acid (2-vinyloxyethoxy)-amide), starting material, Cl (hydrogen chloride). Run in C(C)(=O)OCC (ethyl acetate). Conditions: temperature 70 celsius, time 2 hour. Product: FC1=C(C=CC(=C1)I)NC=1N(C(C(=CC1C(=O)NOCCO)C)=O)C (2-(2-fluoro-4-iodophenylamino)-N-(2-hydroxyethoxy)-1,5-dimethyl-6-oxo-1,6-dihydropyridine-3-carboxamide), 1. Yield: 76.0%. Reaction SMILES: C([O:3][CH2:4][CH2:5][O:6][NH:7][C:8]([C:10]1[CH:15]=[C:14]([CH3:16])[C:13](=[O:17])[N:12]([CH3:18])[C:11]=1[NH:19][C:20]1[CH:25]=[CH:24][C:23]([I:26])=[CH:22][C:21]=1[F:27])=[O:9])=C.Cl>C(OCC)(=O)C>[F:27][C:21]1[CH:22]=[C:23]([I:26])[CH:24]=[CH:25][C:20]=1[NH:19][C:11]1[N:12]([CH3:18])[C:13](=[O:17])[C:14]([CH3:16])=[CH:15][C:10]=1[C:8]([NH:7][O:6][CH2:5][CH2:4][OH:3])=[O:9]. Reported procedure: To a rapidly stirred mixture of 2-(2-fluoro-4-iodophenylamino)-1,5-dimethyl-6-oxo-1,6-dihydropyridine-3-carboxylic acid (2-vinyloxyethoxy)-amide (4.2 g, 8.52 mmol) (prepared according to Example 16A, Step 2) above in ethyl acetate (126.00 mL) was added hydrogen chloride (17.05 mL, 17.0493 g, 17.05 mmol). After 2 hours, less than 1% of the starting material remained (by HPLC analysis) and the phases were allowed to settle. The lower aqueous phase was separated and discarded and the organic phase ... Reactants: CC1=CC(=C(C=2NC3=CC=CC=C3C12)SC)CC(=O)OC(C)(C)C (tert-butyl (4-methyl-1-methylthiocarbazol-2-yl)acetate), ClC=1C=C(C=CC1)CCBr (2-(3-chlorophenyl)ethyl bromide). Product: ClC=1C=C(C=CC1)CCN1C2=CC=CC=C2C=2C(=CC(=C(C12)SC)CC(=O)OC(C)(C)C)C (tert-Butyl {9-[2-(3-Chlorophenyl)ethyl]-4-methyl-1-methylthio-carbazol-2-yl}acetate). Isolated yield 73.0%. As a reaction SMILES: [CH3:1][C:2]1[C:14]2[C:13]3[C:8](=[CH:9][CH:10]=[CH:11][CH:12]=3)[NH:7][C:6]=2[C:5]([S:15][CH3:16])=[C:4]([CH2:17][C:18]([O:20][C:21]([CH3:24])([CH3:23])[CH3:22])=[O:19])[CH:3]=1.[Cl:25][C:26]1[CH:27]=[C:28]([CH2:32][CH2:33]Br)[CH:29]=[CH:30][CH:31]=1>>[Cl:25][C:26]1[CH:27]=[C:28]([CH2:32][CH2:33][N:7]2[C:6]3[C:5]([S:15][CH3:16])=[C:4]([CH2:17][C:18]([O:20][C:21]([CH3:24])([CH3:23])[CH3:22])=[O:19])[CH:3]=[C:2]([CH3:1])[C:14]=3[C:13]3[C:8]2=[CH:9][CH:10]=[CH:11][CH:12]=3)[CH:29]=[CH:30][CH:31]=1. Procedure details: Following a procedure and using relative proportions of starting materials similar to those described in Example 4, but using tert-butyl (4-methyl-1-methylthiocarbazol-2-yl)acetate and 2-(3-chlorophenyl)ethyl bromide as starting materials, the title compound was obtained in a yield of 73% as an oil. Starting materials: CC1=CC(=NC(=C1)C)N(C(CCN(C1=CC=C(C=C1)[N+](=O)[O-])C)=O)C (N-(4,6-dimethyl-pyridin-2-yl)-N-methyl-3-[methyl-(4-nitro-phenyl)-amino]-propionamide). Solvent: O1CCCC1 (tetrahydrofuran). Product: CC1=CC(=NC(=C1)C)N(CCCN(C1=CC=C(C=C1)[N+](=O)[O-])C)C (N-(4,6-dimethyl-pyridin-2-yl)-N,N′-dimethyl-N′-(4-nitro-phenyl)-propane-1,3-diamine). Yield: 60.9%. RXN SMILES: [CH3:1][C:2]1[CH:7]=[C:6]([CH3:8])[N:5]=[C:4]([N:9]([CH3:25])[C:10](=O)[CH2:11][CH2:12][N:13]([CH3:23])[C:14]2[CH:19]=[CH:18][C:17]([N+:20]([O-:22])=[O:21])=[CH:16][CH:15]=2)[CH:3]=1>O1CCCC1>[CH3:1][C:2]1[CH:7]=[C:6]([CH3:8])[N:5]=[C:4]([N:9]([CH3:25])[CH2:10][CH2:11][CH2:12][N:13]([CH3:23])[C:14]2[CH:19]=[CH:18][C:17]([N+:20]([O-:22])=[O:21])=[CH:16][CH:15]=2)[CH:3]=1. Reported procedure: Borane-dimethylsulfide complex (0.72 mL, 7.02 mmol) was added to a solution of N-(4,6-dimethyl-pyridin-2-yl)-N-methyl-3-[methyl-(4-nitro-phenyl)-amino]-propionamide (600 mg, 1.75 mmol) in tetrahydrofuran (10 mL) at 0° C. The mixture was warmed to room temperature then heated at reflux overnight. After cooling to room temperature the solvent was evaporated in vacuo. The residue was quenched into ice water, extracted with ethyl acetate then the organic phase was washed with water and brine, dried ... Starting materials: NC1=C(C=C2C(=C1)OCO2)C(C)=O (2′-amino-4′,5′-(methylenedioxy)acetophenone), ClC=1C(=NOC1NS(=O)(=O)C1=C(SC=C1)C(=O)NC1=C(C=C2C(=C1)OCO2)C(C)=O)C (N-(4-chloro-3-methyl-5-isoxazolyl) 2-{[2-acetyl-4,5-(methylenedioxy)phenyl]aminocarbonyl}thiophene-3-sulfonamide), NC1=NC=C(C=C1)C (2-amino-5-picoline). Product: S1C=C(C=C1)S(=O)(=O)N (thiophene-3-sulfonamide), ClC=1C(=NOC1NS(=O)(=O)C1=C(SC=C1)C(=O)NC1=CC=C(C=N1)C)C (N-(4-chloro-3-methyl-5-isoxazolyl)-2-[(3-methyl-6-pyridyl)aminocarbonyl]thiophene-3-sulfonamide). RXN SMILES: [Cl:1][C:2]1[C:3]([CH3:31])=[N:4][O:5][C:6]=1[NH:7][S:8]([C:11]1[CH:15]=[CH:14][S:13][C:12]=1[C:16]([NH:18][C:19]1C=C2OCOC2=C[C:20]=1[C:28](=O)C)=[O:17])(=[O:10])=[O:9].[NH2:32][C:33]1[CH:38]=[CH:37]C(C)=CN=1.NC1C=C2OCOC2=CC=1C(=O)C>>[S:13]1[CH:14]=[CH:15][C:11]([S:8]([NH2:7])(=[O:10])=[O:9])=[CH:12]1.[Cl:1][C:2]1[C:3]([CH3:31])=[N:4][O:5][C:6]=1[NH:7][S:8]([C:11]1[CH:15]=[CH:14][S:13][C:12]=1[C:16]([NH:18][C:19]1[N:32]=[CH:33][C:38]([CH3:37])=[CH:28][CH:20]=1)=[O:17])(=[O:9])=[O:10]. Procedure details: N-(4-chloro-3-methyl-5-isoxazolyl)-2-(3-methyl-6-pyridyl)aminocarbonyl]thiophene-3-sulfonamide was prepared by the method set forth for N-(4-chloro-3-methyl-5-isoxazolyl) 2-{[2-acetyl-4,5-(methylenedioxy)-phenyl]aminocarbonyl}thiophene-3-sulfonamide (EXAMPLE 148), except that 2-amino-5-picoline was used in stead of 2′-amino-4′,5′-(methylenedioxy)acetophenone, N-(4-chloro-3-methyl-5-isoxazolyl)-2-[(3-methyl-6-pyridyl)aminocarbonyl]thiophene-3-sulfonamide was obtained, via HPLC purification of the... The reactants are Nc1cccc(-c2c(Cc3ccccc3)cnc3c(C(F)(F)F)cccc23)c1, O=Cc1ccc(N(c2ccccc2)c2ccccc2)cc1. Product: FC(F)(F)c1cccc2c(-c3cccc(NCc4ccc(N(c5ccccc5)c5ccccc5)cc4)c3)c(Cc3ccccc3)cnc12. Reaction SMILES: [CH2:1]([c:2]1[cH:3][cH:4][cH:5][cH:6][cH:7]1)[c:8]1[cH:9][n:10][c:11]2[c:12]([C:25]([F:26])([F:27])[F:28])[cH:13][cH:14][cH:15][c:16]2[c:17]1-[c:18]1[cH:19][c:20]([NH2:24])[cH:21][cH:22][cH:23]1.[c:29]1([N:35]([c:36]2[cH:37][cH:38][c:39]([CH:40]=[O:41])[cH:42][cH:43]2)[c:44]2[cH:45][cH:46][cH:47][cH:48][cH:49]2)[cH:30][cH:31][cH:32][cH:33][cH:34]1>>[CH2:1]([c:2]1[cH:3][cH:4][cH:5][cH:6][cH:7]1)[c:8]1[cH:9][n:10][c:11]2[c:12]([C:25]([F:26])([F:27])[F:28])[cH:13][cH:14][cH:15][c:16]2[c:17]1-[c:18]1[cH:19][c:20]([NH:24][CH2:40][c:39]2[cH:38][cH:37][c:36]([N:35]([c:29]3[cH:30][cH:31][cH:32][cH:33][cH:34]3)[c:44]3[cH:45][cH:46][cH:47][cH:48][cH:49]3)[cH:43][cH:42]2)[cH:21][cH:22][cH:23]1. Reactants: CCOC(=O)C(Cc1cccc(C#N)c1)(NC(C)=O)C(=O)[O-], CCOC(C)=O, C1CCCCC1, CN(C)C=O, [I-], [Li+], O. The product is CCOC(=O)C(Cc1cccc(C#N)c1)NC(C)=O. As a reaction SMILES: [C:1]([CH3:2])(=[O:3])[NH:4][C:5]([C:6](=[O:7])[O:8][CH2:9][CH3:10])([C:11]([O-:12])=[O:13])[CH2:14][c:15]1[cH:16][c:17]([C:21]#[N:22])[cH:18][cH:19][cH:20]1.[C:37]([O:38][CH2:39][CH3:40])(=[O:41])[CH3:42].[CH2:31]1[CH2:32][CH2:33][CH2:34][CH2:35][CH2:36]1.[CH3:25][N:26]([CH3:27])[CH:28]=[O:29].[I-:23].[Li+:24].[OH2:30]>>[C:1]([CH3:2])(=[O:3])[NH:4][CH:5]([C:6](=[O:7])[O:8][CH2:9][CH3:10])[CH2:14][c:15]1[cH:16][c:17]([C:21]#[N:22])[cH:18][cH:19][cH:20]1.